From a dataset of the Open Reaction Database (ORD), a public repository of structured organic reaction records. describe an organic reaction: reactants, conditions, products, and yield The reactants are CC1(C)CCCC(C)(C)N1O, CC(C)=O, CC(C)O, O=c1n(Cl)c(=O)n(Cl)c(=O)n1Cl, [Na+], O=C([O-])O, CC(C)(C)OC(=O)N1CCOC(CO)C1. The product is CC(C)(C)OC(=O)N1CCOC(C(=O)O)C1. RXN SMILES: [CH3:21][C:22]1([CH3:31])[N:23]([O:24])[C:25]([CH3:26])([CH3:27])[CH2:28][CH2:29][CH2:30]1.[CH3:44][C:45](=[O:46])[CH3:47].[CH3:48][CH:49]([OH:50])[CH3:51].[Cl:32][n:33]1[c:34](=[O:35])[n:36]([Cl:37])[c:38](=[O:39])[n:40]([Cl:41])[c:42]1=[O:43].[Na+:5].[O-:1][C:2]([OH:3])=[O:4].[OH:6][CH2:7][CH:8]1[O:9][CH2:10][CH2:11][N:12]([C:14](=[O:15])[O:16][C:17]([CH3:18])([CH3:19])[CH3:20])[CH2:13]1>>[OH:1][C:7](=[O:6])[CH:8]1[O:9][CH2:10][CH2:11][N:12]([C:14](=[O:15])[O:16][C:17]([CH3:18])([CH3:19])[CH3:20])[CH2:13]1. The reactants are O(CC)CC.Cl (Et2O·HCl), BrCC(=O)OCC (ethyl bromoacetate), C(=O)([O-])[O-].[K+].[K+] (K2CO3), C1CNCC2=CC=CC=C21 (1,2,3,4-tetrahydro-2-isoquinoline). Solvent: C(C)#N (acetonitrile), C(C)#N (acetonitrile), CCOCC (ether). Reaction conditions: time 2 day. The product is Cl.C1(NCCC2=CC=CC=C12)CC(=O)OCC (ethyl 1,2,3,4-tetrahydro-2-isoquinolinylacetate hydrochloride). Isolated yield 77.0%. Reaction SMILES: Br[CH2:2][C:3]([O:5][CH2:6][CH3:7])=[O:4].C([O-])([O-])=O.[K+].[K+].[CH2:14]1[C:23]2[C:18](=[CH:19][CH:20]=[CH:21][CH:22]=2)[CH2:17][NH:16][CH2:15]1.O(CC)CC.[ClH:29]>C(#N)C.CCOCC>[ClH:29].[CH:17]1([CH2:2][C:3]([O:5][CH2:6][CH3:7])=[O:4])[C:18]2[C:23](=[CH:22][CH:21]=[CH:20][CH:19]=2)[CH2:14][CH2:15][NH:16]1 |f:1.2.3,5.6,9.10|. Procedure details: A solution of ethyl bromoacetate (20.9 g) in acetonitrile (30 mL) was added to a mixture of K2CO3 (27.6 g, 0.2 mol) and 1,2,3,4-tetrahydro-2-isoquinoline (13.3 g, 0.1 mol) in acetonitrile (220 mL). The reaction mixture was stirred at room temperature for about 2 days, and then was refluxed for 4 hours. The reaction mixture was filtered, the filtrate was concentrated in vacuo and the residue was partitoned between ether and water. The ether layer was separated, dried over MgSO4 and concentrated i...